This data is from the Open Reaction Database (ORD), a public repository of structured organic reaction records. The task is: describe an organic reaction: reactants, conditions, products, and yield The reactants are CNC(=O)C1=NC=CC(=C1)OC1=CC2=C(N=C(S2)S(=O)C)C=C1 (4-(2-methanesulfinyl-benzothiazol-6-yloxy)-pyridine-2-carboxylic acid methylamide), Cl.N[C@@H]1[C@H](CCCC1)O ((1S,2S)-2-aminocyclohexanol hydrochloride), C(C)(C)N(CC)C(C)C (diisopropylethylamine). Solvent: CC(=O)N(C)C (DMA). Conditions: temperature 110 celsius. Product: O[C@@H]1[C@H](CCCC1)NC=1SC2=C(N1)C=CC(=C2)OC2=CC(=NC=C2)C(=O)NC (4-(2-((1S,2S)-2-hydroxycyclohexylamino)benzo[d]thiazol-6-yloxy)-N-methylpicolinamide). RXN SMILES: [CH3:1][NH:2][C:3]([C:5]1[CH:10]=[C:9]([O:11][C:12]2[CH:23]=[CH:22][C:15]3[N:16]=[C:17](S(C)=O)[S:18][C:14]=3[CH:13]=2)[CH:8]=[CH:7][N:6]=1)=[O:4].Cl.[NH2:25][C@H:26]1[CH2:31][CH2:30][CH2:29][CH2:28][C@@H:27]1[OH:32].C(N(C(C)C)CC)(C)C>CC(N(C)C)=O>[OH:32][C@H:27]1[CH2:28][CH2:29][CH2:30][CH2:31][C@@H:26]1[NH:25][C:17]1[S:18][C:14]2[CH:13]=[C:12]([O:11][C:9]3[CH:8]=[CH:7][N:6]=[C:5]([C:3]([NH:2][CH3:1])=[O:4])[CH:10]=3)[CH:23]=[CH:22][C:15]=2[N:16]=1 |f:1.2|. Procedure: To the solution of 4-(2-methanesulfinyl-benzothiazol-6-yloxy)-pyridine-2-carboxylic acid methylamide (70 mg, 0.202 mmol, 1.0 eq) in DMA (600 μL), was added (1S,2S)-2-aminocyclohexanol hydrochloride (92 mg, 0.606 mmol, 3.0 eq) followed by diisopropylethylamine (0.21 mL, 1.21 mmol). The reaction was heated at 110° C. for 24-hours. The neat reaction mixture was purified on reverse phase preparatory HPLC. Pure fractions were lyophilized as TFA salts. M+H=398 Starting materials: C1CCOC1, CCOC(=O)CC1CCc2cc(OCCc3oc(-c4ccccc4)nc3C)ccc21, CCO, Cl, [Li+], [OH-], O. Yields the product Cc1nc(-c2ccccc2)oc1CCOc1ccc2c(c1)CCC2CC(=O)O. RXN SMILES: [CH2:38]1[O:39][CH2:40][CH2:41][CH2:42]1.[CH3:1][c:2]1[n:3][c:4](-[c:25]2[cH:26][cH:27][cH:28][cH:29][cH:30]2)[o:5][c:6]1[CH2:7][CH2:8][O:9][c:10]1[cH:11][c:12]2[c:16]([cH:17][cH:18]1)[CH:15]([CH2:19][C:20](=[O:21])[O:22][CH2:23][CH3:24])[CH2:14][CH2:13]2.[CH3:35][CH2:36][OH:37].[ClH:34].[Li+:32].[OH-:31].[OH2:33]>>[CH3:1][c:2]1[n:3][c:4](-[c:25]2[cH:26][cH:27][cH:28][cH:29][cH:30]2)[o:5][c:6]1[CH2:7][CH2:8][O:9][c:10]1[cH:11][c:12]2[c:16]([cH:17][cH:18]1)[CH:15]([CH2:19][C:20](=[O:21])[OH:22])[CH2:14][CH2:13]2.